This data is from the Open Reaction Database (ORD), a public repository of structured organic reaction records. The task is: describe an organic reaction: reactants, conditions, products, and yield The reactants are Cl.NC1=NC(NC(=C1N)N)=O (4,5,6-triarnino-pyrimidine-2-one hydrochloride), CC(=O)C=O (methylglyoxal). Run in O (H2O). The product is NC1=NC(NC2=NC(=CN=C12)C)=O (4-amino- 7-methyl-pteridine-2-one). Reaction SMILES: Cl.[NH2:2][C:3]1[C:8]([NH2:9])=[C:7]([NH2:10])[NH:6][C:5](=[O:11])[N:4]=1.[CH3:12][C:13]([CH:15]=O)=O>O>[NH2:2][C:3]1[C:8]2[C:7](=[N:10][C:13]([CH3:15])=[CH:12][N:9]=2)[NH:6][C:5](=[O:11])[N:4]=1 |f:0.1|. Procedure details: In 50 mL of H2O is dissolved 1.77 g (0.01 mole) of 4,5,6-triamino-pyrimidine-2-one hydrochloride (19). The pH of the solution is adjusted to 5 and then, 4 mL of 40% aqueous methylglyoxal (FLUKA AG, Switzerland) is added and the solution is heated under reflux for 30 minutes. The resulting precipitate is collected and purified by recrystallization from a large amount of H2O to give 20. Reactants: N([C@H](CC1=CC=CC=C1)C(=O)N1[C@H](C(=O)O)CCC1)C(=O)OC(C)(C)C (Boc-D-PheL-Pro-OH), Cl.Cl.NC1CC2=CNN=C2CC1 (5-amino-4,5,6,7-tetrahydro-2H-indazole dihydrochloride). Yields the product C(C1=CC=CC=C1)[C@H](C(N1[C@@H](CCC1)C(=O)NC1CC2=CNN=C2CC1)=O)NC(OC(C)(C)C)=O (tert-Butyl (1R)-1-benzyl-2-oxo-2-{(2S)-2-[(4,5,6,7-tetrahydro-2H-indazol-5-ylamino)carbonyl]pyrrolidinyl}ethylcarbamate). Yield: 80.0%. As a reaction SMILES: [NH:1]([C:20]([O:22][C:23]([CH3:26])([CH3:25])[CH3:24])=[O:21])[C@@H:2]([C:10]([N:12]1[CH2:19][CH2:18][CH2:17][C@H:13]1[C:14](O)=[O:15])=[O:11])[CH2:3][C:4]1[CH:9]=[CH:8][CH:7]=[CH:6][CH:5]=1.Cl.Cl.[NH2:29][CH:30]1[CH2:38][CH2:37][C:36]2[C:32](=[CH:33][NH:34][N:35]=2)[CH2:31]1>>[CH2:3]([C@@H:2]([NH:1][C:20](=[O:21])[O:22][C:23]([CH3:26])([CH3:24])[CH3:25])[C:10](=[O:11])[N:12]1[CH2:19][CH2:18][CH2:17][C@H:13]1[C:14]([NH:29][CH:30]1[CH2:38][CH2:37][C:36]2[C:32](=[CH:33][NH:34][N:35]=2)[CH2:31]1)=[O:15])[C:4]1[CH:5]=[CH:6][CH:7]=[CH:8][CH:9]=1 |f:1.2.3|. Procedure details: The title compound was prepared from Boc-D-PheL-Pro-OH and 5-amino-4,5,6,7-tetrahydro-2H-indazole dihydrochloride using the procedure of EXAMPLE 6, and was obtained as a white solid. The reactants are BrN1C(CCC1=O)=O (N-bromosuccinimide), CN(C=O)C (N,N-dimethylformamide), C(C1=CC=CC=C1)C=1C2=C(SC1)CC(CC2)CO (3-benzyl-6-(hydroxymethyl)-4,5,6,7-tetrahydrobenzo[b]thiophene). Solvent: O (water). Conditions: time 1 hour. Yields the product BrC1=C(C2=C(S1)CC(CC2)CO)CC2=CC=CC=C2 (2-Bromo-3-benzyl-6-hydroxymethyl-4,5,6,7,-tetrahydrobenzo[b]thiophene). As a reaction SMILES: [Br:1]N1C(=O)CCC1=O.CN(C)C=O.[CH2:14]([C:21]1[C:22]2[CH2:29][CH2:28][CH:27]([CH2:30][OH:31])[CH2:26][C:23]=2[S:24][CH:25]=1)[C:15]1[CH:20]=[CH:19][CH:18]=[CH:17][CH:16]=1>O>[Br:1][C:25]1[S:24][C:23]2[CH2:26][CH:27]([CH2:30][OH:31])[CH2:28][CH2:29][C:22]=2[C:21]=1[CH2:14][C:15]1[CH:16]=[CH:17][CH:18]=[CH:19][CH:20]=1. Procedure details: 103 mg of N-bromosuccinimide was added little by little to a solution of 5.0 ml of N,N-dimethylformamide containing 136 mg of 3-benzyl-6-(hydroxymethyl)-4,5,6,7-tetrahydrobenzo[b]thiophene under ice-cooling. After stirring for one hour, water was added to the reaction solution and the mixture was extracted with ethyl acetate. The organic phase was washed with water and brine, and the solvent was removed. Then, the residue was subjected to silica gel column chromatography and eluted with hexane a... The reactants are [BH4-], CO, CC(C)(C)OC(=O)N1CCOC(C(=O)c2cccc(Cl)c2)C1, [Na+], O. Yields the product CC(C)(C)OC(=O)N1CCOC(C(O)c2cccc(Cl)c2)C1. As a reaction SMILES: [BH4-:23].[CH3:26][OH:27].[Cl:1][c:2]1[cH:3][c:4]([C:5](=[O:6])[CH:7]2[O:8][CH2:9][CH2:10][N:11]([C:13](=[O:14])[O:15][C:16]([CH3:17])([CH3:18])[CH3:19])[CH2:12]2)[cH:20][cH:21][cH:22]1.[Na+:24].[OH2:25]>>[Cl:1][c:2]1[cH:3][c:4]([CH:5]([OH:6])[CH:7]2[O:8][CH2:9][CH2:10][N:11]([C:13](=[O:14])[O:15][C:16]([CH3:17])([CH3:18])[CH3:19])[CH2:12]2)[cH:20][cH:21][cH:22]1. Reactants: C(C=C)(=O)OCCCCCC(C)C (isooctyl acrylate), C(C1=CC=CC=C1)(=O)OOC(C1=CC=CC=C1)=O (benzoyl peroxide), C(C=C)(=O)N (acrylamide), C(C)(=O)OC=C (vinyl acetate). Procedure: The procedures above were repeated this time employing 120.0 g. isooctyl acrylate, 8.0 g. acrylamide, 32.0 g. vinyl acetate, 0.32 g. benzoyl peroxide, 216.0 g. ethyl acetate and 24.0 g. methyl alcohol. The resulting polymer was diluted with the ethyl acetate/methyl alcohol mixture to 21.52% solids. The adhesive polymer had a measured inherent viscosity of 1.40 dl/g in ethyl acetate at a concentration of 0.15 g/dl. Its Brookfield viscosity was 2,300 centipoise. As a reaction SMILES: [C:1]([O:5][CH2:6][CH2:7][CH2:8][CH2:9][CH2:10][CH:11]([CH3:13])[CH3:12])(=[O:4])[CH:2]=[CH2:3].[C:14]([NH2:18])(=[O:17])[CH:15]=[CH2:16].[C:19]([O:22][CH:23]=[CH2:24])(=[O:21])[CH3:20].C(OOC(=O)C1C=CC=CC=1)(=O)C1C=CC=CC=1>C(OCC)(=O)C.CO.C(OCC)(=O)C.CO>[C:1]([O:5][CH2:6][CH2:7][CH2:8][CH2:9][CH2:10][CH:11]([CH3:13])[CH3:12])(=[O:4])[CH:2]=[CH2:3].[C:14]([NH2:18])(=[O:17])[CH:15]=[CH2:16].[C:19]([O:22][CH:23]=[CH2:24])(=[O:21])[CH3:20] |f:4.5,8.9.10|. Yields the product C(C=C)(=O)OCCCCCC(C)C.C(C=C)(=O)N.C(C)(=O)OC=C (Isooctyl Acrylate Acrylamide Vinyl Acetate). Run in C(C)(=O)OCC.CO (ethyl acetate methyl alcohol), solids, C(C)(=O)OCC (ethyl acetate), CO (methyl alcohol), C(C)(=O)OCC (ethyl acetate). RXN SMILES: [Cl:1][C:2]1[N:3]=[N:4][C:5]([N:8]2[CH2:13][CH2:12][N:11]([CH:14]3[CH2:16][CH2:15]3)[CH2:10][CH2:9]2)=[CH:6][CH:7]=1.[CH3:17][N:18]1[C:23]2[CH:24]=[CH:25][C:26](B3OC(C)(C)C(C)(C)O3)=[CH:27][C:22]=2[O:21][CH2:20][CH2:19]1>>[ClH:1].[ClH:1].[CH:14]1([N:11]2[CH2:12][CH2:13][N:8]([C:5]3[N:4]=[N:3][C:2]([C:26]4[CH:25]=[CH:24][C:23]5[N:18]([CH3:17])[CH2:19][CH2:20][O:21][C:22]=5[CH:27]=4)=[CH:7][CH:6]=3)[CH2:9][CH2:10]2)[CH2:16][CH2:15]1 |f:2.3.4|. Reactants: ClC=1N=NC(=CC1)N1CCN(CC1)C1CC1 (3-chloro-6-(4-cyclopropyl-piperazin-1-yl)-pyridazine), CN1CCOC2=C1C=CC(=C2)B2OC(C(O2)(C)C)(C)C (4-methyl-7-(4,4,5,5-tetramethyl-1,3,2-dioxaborolan-2-yl)-3,4-dihydro-2H-1,4-benzoxazine). Yields the product Cl.Cl.C1(CC1)N1CCN(CC1)C1=CC=C(N=N1)C1=CC2=C(N(CCO2)C)C=C1 (7-[6-(4-Cyclopropyl-piperazin-1-yl)-pyridazin-3-yl]-4-methyl-3,4-dihydro-2H-1,4-benzoxazine, dihydrochloride). Procedure details: The title compound was prepared by a similar procedure to that described in Example 68, starting from 3-chloro-6-(4-cyclopropyl-piperazin-1-yl)-pyridazine and 4-methyl-7-(4,4,5,5-tetramethyl-1,3,2-dioxaborolan-2-yl)-3,4-dihydro-2H-1,4-benzoxazine. 1H NMR (400 MHz, DMSO-d6) δ 8.47 (d, 1H), 8.04 (d, 1H), 7.61 (m, 1H), 7.49 (m, 1H), 6.85 (d, 1H), 4.50 (broad m, 2H), 4.26 (m, 2H), 3.61 (broad m, 4H), 3.40 (m, 4H), 2.97 (s, 3H), 2.88 (broad m, 1H), 1.23 (m, 2H), 0.82 (m, 2H).